From a dataset of the Open Reaction Database (ORD), a public repository of structured organic reaction records. describe an organic reaction: reactants, conditions, products, and yield The reactants are FC(OC=1C=C(OC2CN(C2)C2=C(C(=O)O)C=C(C=N2)C(F)(F)F)C=CC1)(F)F (2-(3-(3-(trifluoromethoxy)phenoxy)azetidin-1-yl)-5-(trifluoromethyl)nicotinic acid), Cl.NC1(CC1)C1=CC=C(C(=O)OC)C=C1 (methyl 4-(1-aminocyclopropyl)benzoate hydrochloride). Product: FC(OC=1C=C(OC2CN(C2)C2=C(C(=O)NC3(CC3)C3=CC=C(C(=O)OC)C=C3)C=C(C=N2)C(F)(F)F)C=CC1)(F)F (methyl 4-(1-(2-(3-(3-(trifluoromethoxy)phenoxy)azetidin-1-yl)-5-(trifluoromethyl)nicotinamido)cyclopropyl)benzoate). Procedure: The title compound (D177) (113 mg) was prepared according to the experimental procedure described in Description 144 starting from 2-(3-(3-(trifluoromethoxy)phenoxy)azetidin-1-yl)-5-(trifluoromethyl)nicotinic acid (D126) (110 mg, 0.26 mmol) and methyl 4-(1-aminocyclopropyl)benzoate (D7) (59.31 mg, 0.26 mmol). The yield is 73.0%. As a reaction SMILES: [F:1][C:2]([F:29])([F:28])[O:3][C:4]1[CH:5]=[C:6]([CH:25]=[CH:26][CH:27]=1)[O:7][CH:8]1[CH2:11][N:10]([C:12]2[N:20]=[CH:19][C:18]([C:21]([F:24])([F:23])[F:22])=[CH:17][C:13]=2[C:14](O)=[O:15])[CH2:9]1.Cl.[NH2:31][C:32]1([C:35]2[CH:44]=[CH:43][C:38]([C:39]([O:41][CH3:42])=[O:40])=[CH:37][CH:36]=2)[CH2:34][CH2:33]1>>[F:29][C:2]([F:1])([F:28])[O:3][C:4]1[CH:5]=[C:6]([CH:25]=[CH:26][CH:27]=1)[O:7][CH:8]1[CH2:11][N:10]([C:12]2[N:20]=[CH:19][C:18]([C:21]([F:22])([F:23])[F:24])=[CH:17][C:13]=2[C:14]([NH:31][C:32]2([C:35]3[CH:44]=[CH:43][C:38]([C:39]([O:41][CH3:42])=[O:40])=[CH:37][CH:36]=3)[CH2:34][CH2:33]2)=[O:15])[CH2:9]1 |f:1.2|.